Task: describe an organic reaction: reactants, conditions, products, and yield. Dataset: the Open Reaction Database (ORD), a public repository of structured organic reaction records Starting materials: CCOC(=O)COc1ccc(Sc2cc(C#Cc3ccc(Cl)cc3)cc(OCCCN3CCOCC3)c2)cc1Cl, CCO, Cl, [Na+], [OH-]. The product is O=C(O)COc1ccc(Sc2cc(C#Cc3ccc(Cl)cc3)cc(OCCCN3CCOCC3)c2)cc1Cl. RXN SMILES: [CH2:1]([CH3:2])[O:3][C:4]([CH2:5][O:6][c:7]1[c:8]([Cl:39])[cH:9][c:10]([S:13][c:14]2[cH:15][c:16]([C:30]#[C:31][c:32]3[cH:33][cH:34][c:35]([Cl:38])[cH:36][cH:37]3)[cH:17][c:18]([O:20][CH2:21][CH2:22][CH2:23][N:24]3[CH2:25][CH2:26][O:27][CH2:28][CH2:29]3)[cH:19]2)[cH:11][cH:12]1)=[O:40].[CH3:44][CH2:45][OH:46].[ClH:43].[Na+:42].[OH-:41]>>[O:3]=[C:4]([CH2:5][O:6][c:7]1[c:8]([Cl:39])[cH:9][c:10]([S:13][c:14]2[cH:15][c:16]([C:30]#[C:31][c:32]3[cH:33][cH:34][c:35]([Cl:38])[cH:36][cH:37]3)[cH:17][c:18]([O:20][CH2:21][CH2:22][CH2:23][N:24]3[CH2:25][CH2:26][O:27][CH2:28][CH2:29]3)[cH:19]2)[cH:11][cH:12]1)[OH:40]. Reactants: cyclic acetals, C(C)(=O)N1C(CCC1)OC (N-acetyl-2-methoxypyrrolidine), CC(CC(C)O)O (2,4-pentandiol), CN1C(CCC1)=O (N-methyl-2-pyrrolidone), C(C)(=O)N1C(CCC1)OC (N-Acetyl-2-methoxypyrrolidine), CC(CC(C)O)O (2,4-Pentandiol), diol. Run in O (H2O), CCOC(=O)C (EtOAc). Yields the product C(C)(=O)N1C=CCC1 (N-acetyl-2-pyrroline), C(C)(=O)N1C(CCC1)O (N-acetyl-2-hydroxypyrrolidine). RXN SMILES: [C:1]([N:4]1[CH2:8][CH2:7][CH2:6][CH:5]1[O:9]C)(=[O:3])[CH3:2].CC(O)CC(O)C.CN1CCCC1=O>O.CCOC(C)=O>[C:1]([N:4]1[CH2:8][CH2:7][CH:6]=[CH:5]1)(=[O:3])[CH3:2].[C:1]([N:4]1[CH2:8][CH2:7][CH2:6][CH:5]1[OH:9])(=[O:3])[CH3:2]. Procedure details: Reaction of N-Acetyl-2-methoxypyrrolidine (E) with 2,4-Pentandiol. One g of N-acetyl-2-methoxypyrrolidine (largely E plus lesser an amounts of B, C and D), 0.9 g of 2,4-pentandiol and 240 mg of N-methyl-2-pyrrolidone internal standard were heated at 50°-55° C. in 1 mL of H2O. A separate sample was heated in 1 mL of EtOAc. Results in both samples were similar: rapid initial formation of a small peak at 8.02 min (cyclic hemiamidal of the diol?), followed by growth of major product peaks at 8.35 an... The reactants are CC1=NC=C(C=N1)CC#N (2-(2-methylpyrimidin-5-yl)acetonitrile), C(C=C)(=O)OC (methyl acrylate), CC(C)(C)[O-].[K+] (t-BuOK), C1CCOC1 (THF). RXN SMILES: [CH3:1][C:2]1[N:7]=[CH:6][C:5]([CH2:8][C:9]#[N:10])=[CH:4][N:3]=1.[C:11](OC)(=[O:14])[CH:12]=[CH2:13].CC([O-:21])(C)C.[K+].[CH2:23]1[CH2:27][O:26][CH2:25][CH2:24]1>>[C:9]([C:8]1([C:5]2[CH:4]=[N:3][C:2]([CH3:1])=[N:7][CH:6]=2)[CH2:24][C:23]([C:27]([O:26][CH3:25])=[O:21])=[C:11]([OH:14])[CH2:12][CH2:13]1)#[N:10] |f:2.3|. Reported procedure: A solution of 2-(2-methylpyrimidin-5-yl)acetonitrile (4 g, 0.03 amol) and methyl acrylate (5.69 g, 0.066 mol) in THF (60 mL) was added t-BuOK (93 mL, 0.093 mol, 1M in THF) and stirred at room temperature for 4 h. The reaction mixture was quenched by sat. NH4Cl and extracted with EtOAc (3×150 mL). The organic layer was dried over Na2SO4 and concentracted to give methyl 5-cyano-2-hydroxy-5-(2-methylpyrimidin-5-yl)cyclohex-1-enecarboxylate (5.5 g), which was used for the next step directly. Product: C(#N)C1(CCC(=C(C1)C(=O)OC)O)C=1C=NC(=NC1)C (methyl 5-cyano-2-hydroxy-5-(2-methylpyrimidin-5-yl)cyclohex-1-enecarboxylate). Run at time 4 hour. The reactants are NC=1NC2=CC=CC=C2C1C(=O)N (2-aminoindole-3-carboxamide), NC=1NC2=CC=CC=C2C1C(=O)N (2-aminoindole-3-carboxamide), FC1=CC=C(C=C1)[N+](=O)[O-] (4-fluoronitrobenzene), [H-].[Na+] (sodium hydride), ice water. Run in CN(C=O)C (N,N-dimethylformamide), CN(C=O)C (N,N-dimethylformamide), CN(C=O)C (N,N-dimethylformamide). Run at temperature 85 celsius, time 3 hour. Yields the product NC=1N(C2=CC=CC=C2C1C(=O)N)C1=CC=C(C=C1)[N+](=O)[O-] (2-Amino-1-(4-nitrophenyl)indole-3-carboxamide). The yield is 26.7%. Reaction SMILES: [NH2:1][C:2]1[NH:3][C:4]2[C:9]([C:10]=1[C:11]([NH2:13])=[O:12])=[CH:8][CH:7]=[CH:6][CH:5]=2.F[C:15]1[CH:20]=[CH:19][C:18]([N+:21]([O-:23])=[O:22])=[CH:17][CH:16]=1.[H-].[Na+]>CN(C)C=O>[NH2:1][C:2]1[N:3]([C:15]2[CH:20]=[CH:19][C:18]([N+:21]([O-:23])=[O:22])=[CH:17][CH:16]=2)[C:4]2[C:9]([C:10]=1[C:11]([NH2:13])=[O:12])=[CH:8][CH:7]=[CH:6][CH:5]=2 |f:2.3|. Reported procedure: A solution of 2-aminoindole-3-carboxamide (Reference compound 18-1, 0.20 g, 1.1 mmol) in anhydrous N,N-dimethylformamide (2 mL) and a solution of 4-fluoronitrobenzene (0.13 mL, 1.3 mmol) in anhydrous N,N-dimethylformamide (2 mL) were successively added to a suspension of sodium hydride (purity 60%, g, 1.3 mmol) in anhydrous N,N-dimethylformamide (3 mL) under ice-cooling, and the mixture was stirred at 85° C. for 3 hours. The reaction mixture was poured into ice-water (20 mL), the precipitated so... Reactants: Br, Br, CC(=O)O, CCc1c(C(C)=O)cnn1-c1ccccc1, O. Yields the product CCc1c(C(=O)CBr)cnn1-c1ccccc1. As a reaction SMILES: [Br:18].[BrH:17].[C:20]([OH:21])(=[O:22])[CH3:23].[CH2:1]([CH3:2])[c:3]1[c:4]([C:14]([CH3:15])=[O:16])[cH:5][n:6][n:7]1-[c:8]1[cH:9][cH:10][cH:11][cH:12][cH:13]1.[OH2:19]>>[CH2:1]([CH3:2])[c:3]1[c:4]([C:14]([CH2:15][Br:17])=[O:16])[cH:5][n:6][n:7]1-[c:8]1[cH:9][cH:10][cH:11][cH:12][cH:13]1. Reactants: NC=1C2=C(C(N(N1)C)=O)N(C=C2)C2=C(C=C(C=C2C)C)C (4-amino-1-mesityl-6-methyl-1,6-dihydro-7H-pyrrolo[2,3-d]pyridazin-7-one), [H-].[Na+] (sodium hydride), BrC(CC)CC (3-bromopentane). The solvent is CN(C)C=O (DMF), O (water). Conditions: temperature 80 celsius, time 15 hour. Yields the product C1(=C(C(=CC(=C1)C)C)N1C=CC2=C1C(NN=C2NC(CC)CC)=O)C (1-Mesityl-4-(3-pentylamino)-1,6-dihydro-7H-pyrrolo[2,3-d]pyridazin-7-one). Isolated yield 25.9%. As a reaction SMILES: [NH2:1][C:2]1[C:3]2[CH:12]=[CH:11][N:10]([C:13]3[C:18]([CH3:19])=[CH:17][C:16]([CH3:20])=[CH:15][C:14]=3[CH3:21])[C:4]=2[C:5](=[O:9])[N:6](C)[N:7]=1.[H-].[Na+].Br[CH:25]([CH2:28][CH3:29])[CH2:26][CH3:27]>CN(C=O)C.O>[C:14]1([CH3:21])[CH:15]=[C:16]([CH3:20])[CH:17]=[C:18]([CH3:19])[C:13]=1[N:10]1[C:4]2[C:5](=[O:9])[NH:6][N:7]=[C:2]([NH:1][CH:25]([CH2:28][CH3:29])[CH2:26][CH3:27])[C:3]=2[CH:12]=[CH:11]1 |f:1.2|. Procedure: To a solution of 4-amino-1-mesityl-6-methyl-1,6-dihydro-7H-pyrrolo[2,3-d]pyridazin-7-one (113 mg, 0.40 mmol) in DMF (1 ml) were added sodium hydride (60% in oil, 48 mg, 1.20 mmol) and 3-bromopentane (0.15 ml, 1.20 mmol). The mixture was stirred at 80° C. for 15 hours, then diluted with water (30 ml) and extracted with ethyl acetate (50 ml). The extract was washed with water, dried over magnesium sulfate and concentrated in vacuo. The residue was purified by silica gel column chromatography eluti... Starting materials: C(C(=O)[C@H]([C@@H](C(=O)CO)O)O)O (5-keto-D-fructose), C(#N)[BH3-].[Na+] (sodium cyanoborohydride), C(#N)[BH3-].[Na+] (sodium cyanoborohydride), C(#N)[BH3-].[Na+] (sodium cyanoborohydride), C(C1=CC=CC=C1)(C1=CC=CC=C1)N (benzhydrylamine), C(C)(=O)O (acetic acid), C(C(=O)[C@H]([C@@H](C(=O)CO)O)O)O (5-keto-D-fructose). Run in CO (MeOH). Yields the product C(C1=CC=CC=C1)(C1=CC=CC=C1)N1[C@]2(CO)[C@@H](O)[C@H](O)[C@]1(O2)CO (N-Benzhydryl-2,5-anhydro-2,5-imino-D-glucitol). Isolated yield 62.2%. RXN SMILES: [CH2:1]([OH:12])[C:2]([C@@H:4]([OH:11])[C@H:5]([OH:10])[C:6]([CH2:8][OH:9])=[O:7])=O.C([BH3-])#N.[Na+].[CH:17]([NH2:30])([C:24]1[CH:29]=[CH:28][CH:27]=[CH:26][CH:25]=1)[C:18]1[CH:23]=[CH:22][CH:21]=[CH:20][CH:19]=1.C(O)(=O)C>CO>[CH:17]([N:30]1[C@:2]2([CH2:1][OH:12])[O:7][C@:6]1([C@H:5]([C@@H:4]2[OH:11])[OH:10])[CH2:8][OH:9])([C:24]1[CH:25]=[CH:26][CH:27]=[CH:28][CH:29]=1)[C:18]1[CH:23]=[CH:22][CH:21]=[CH:20][CH:19]=1 |f:1.2|. Procedure details: A suspension of 5-keto-D-fructose (Formula X, 50 g, 0.28 mol; obtained from Chemical Dynamics) in 400 mL of MeOH was treated with sodium cyanoborohydride (40 g, 0.476 mol). A slurry of benzhydrylamine (42.0 mL, 0.234 mol) in 120-mL of MEOH was treated with sufficient acetic acid to bring the pH to 6-7 and then added over a 0.5 h period to the 5-keto-D-fructose (Formula X) and sodium cyanoborohydride suspension. An additional portion of sodium cyanoborohydride (20 g. 0.235 mol) was added and the ...